Dataset: the Open Reaction Database (ORD), a public repository of structured organic reaction records. Task: describe an organic reaction: reactants, conditions, products, and yield Starting materials: O=C[O-], [NH4+], COC(=O)Cc1ccc(CC(=O)c2cccnc2)cc1, O. Product: COC(=O)Cc1ccc(CC(NC=O)c2cccnc2)cc1. As a reaction SMILES: [CH:21](=[O:22])[O-:23].[NH4+:24].[O:1]=[C:2]([CH2:3][c:4]1[cH:5][cH:6][c:7]([CH2:10][C:11](=[O:12])[O:13][CH3:14])[cH:8][cH:9]1)[c:15]1[cH:16][n:17][cH:18][cH:19][cH:20]1.[OH2:25]>>[CH:2]([CH2:3][c:4]1[cH:5][cH:6][c:7]([CH2:10][C:11](=[O:12])[O:13][CH3:14])[cH:8][cH:9]1)([c:15]1[cH:16][n:17][cH:18][cH:19][cH:20]1)[NH:24][CH:21]=[O:23]. Reported procedure: Methyl iodide (3.48 g) was added dropwise to a solution of 8-(2-chlorobenzyloxy)-3-dimethylaminomethyl-2-methylimidazo[1,2-a]pyridine (7.8 g) in acetone (100 ml) at room temperature and the mixture was stirred for 24 hours. The resulting precipitate was collected by filtration, washed with acetone, and dried in a desiccator to give 8-(2-chlorobenzyloxy)-3-trimethylammoniomethyl-2-methylimidazo[1,2-a]pyridine iodide (11.35 g). Reaction conditions: time 24 hour. Isolated yield 101.7%. Reactants: CI (Methyl iodide), ClC1=C(COC=2C=3N(C=CC2)C(=C(N3)C)CN(C)C)C=CC=C1 (8-(2-chlorobenzyloxy)-3-dimethylaminomethyl-2-methylimidazo[1,2-a]pyridine). The product is [I-].ClC1=C(COC=2C=3N(C=CC2)C(=C(N3)C)C[N+](C)(C)C)C=CC=C1 (8-(2-chlorobenzyloxy)-3-trimethylammoniomethyl-2-methylimidazo[1,2-a]pyridine iodide). Run in CC(=O)C (acetone). Reaction SMILES: [CH3:1][I:2].[Cl:3][C:4]1[CH:25]=[CH:24][CH:23]=[CH:22][C:5]=1[CH2:6][O:7][C:8]1[C:9]2[N:10]([C:14]([CH2:18][N:19]([CH3:21])[CH3:20])=[C:15]([CH3:17])[N:16]=2)[CH:11]=[CH:12][CH:13]=1>CC(C)=O>[I-:2].[Cl:3][C:4]1[CH:25]=[CH:24][CH:23]=[CH:22][C:5]=1[CH2:6][O:7][C:8]1[C:9]2[N:10]([C:14]([CH2:18][N+:19]([CH3:1])([CH3:21])[CH3:20])=[C:15]([CH3:17])[N:16]=2)[CH:11]=[CH:12][CH:13]=1 |f:3.4|.